This data is from the Open Reaction Database (ORD), a public repository of structured organic reaction records. The task is: describe an organic reaction: reactants, conditions, products, and yield Reactants: C(C)(C)N(CC)C(C)C (diisopropylethylamine), C(C#C)(=O)OCC (ethyl prop-2-ynoate), C1(CCCC1)NC1=C2N=CN(C2=NC(=N1)N=[N+]=[N-])[C@@H]1O[C@@H]([C@H]([C@H]1O)O)CO ((4S,2R,3R,5R)-2-[6-(cyclopentylamino)-2-(azido)purin-9-yl]-5-(hydroxymethyl)oxolane-3,4-diol). Reagents/catalysts: [Cu]I (CuI). Solvent: C1CCOC1 (THF). Reaction conditions: time 24 hour. Product: O[C@H]1C(O[C@@H]([C@H]1O)CO)N1C2=NC(=NC(=C2N=C1)NC1CCCC1)N1N=NC(=C1)C(=O)OCC (ethyl 1-{9-[(4S,3R,5R)-3,4-dihydroxy-5-(hydroxymethyl)oxolan-2-yl]-6-(cyclopentylamino)purin-2-yl}-1,2,3-triazole-4-carboxylate). As a reaction SMILES: C(N(C(C)C)CC)(C)C.[C:10]([O:14][CH2:15][CH3:16])(=[O:13])[C:11]#[CH:12].[CH:17]1([NH:22][C:23]2[N:31]=[C:30]([N:32]=[N+:33]=[N-:34])[N:29]=[C:28]3[C:24]=2[N:25]=[CH:26][N:27]3[C@H:35]2[C@H:39]([OH:40])[C@H:38]([OH:41])[C@@H:37]([CH2:42][OH:43])[O:36]2)[CH2:21][CH2:20][CH2:19][CH2:18]1>C1COCC1.[Cu]I>[OH:40][C@@H:39]1[C@H:38]([OH:41])[C@@H:37]([CH2:42][OH:43])[O:36][CH:35]1[N:27]1[CH:26]=[N:25][C:24]2[C:28]1=[N:29][C:30]([N:32]1[CH:12]=[C:11]([C:10]([O:14][CH2:15][CH3:16])=[O:13])[N:34]=[N:33]1)=[N:31][C:23]=2[NH:22][CH:17]1[CH2:21][CH2:20][CH2:19][CH2:18]1. Procedure details: 0.470 g of diisopropylethylamine and ethyl prop-2-ynoate (1.9 mmol) were dissolved in 20 mL of THF. To the solution was added (4S,2R,3R,5R)-2-[6-(cyclopentylamino)-2-(azido)purin-9-yl]-5-(hydroxymethyl)oxolane-3,4-diol (1.3 mmol) and 350 mg of CuI. The mixture was stirred at room temperature for 24 hours. The solvent was then removed by evaporation and the residue treated with 5 mL of ethanol and ethyl ether. The yellow solid was collected by filtration, and washed with ethanol and ether to affo... Starting materials: BrC1=C(N)C=CC(=C1)CC1=CC=NC=C1 (2-bromo-4-(4-pyridylmethyl)aniline), ClC=1C=C(C=CC1F)B(O)O (3-chloro-4-fluorobenzene boronic acid). Yields the product ClC=1C=C(C=CC1F)C1=C(N)C=CC(=C1)CC1=CC=NC=C1 (2-(3-chloro-4-fluorophenyl)-4-(4-pyridylmethyl)aniline). RXN SMILES: Br[C:2]1[CH:8]=[C:7]([CH2:9][C:10]2[CH:15]=[CH:14][N:13]=[CH:12][CH:11]=2)[CH:6]=[CH:5][C:3]=1[NH2:4].[Cl:16][C:17]1[CH:18]=[C:19](B(O)O)[CH:20]=[CH:21][C:22]=1[F:23]>>[Cl:16][C:17]1[CH:18]=[C:19]([C:2]2[CH:8]=[C:7]([CH2:9][C:10]3[CH:15]=[CH:14][N:13]=[CH:12][CH:11]=3)[CH:6]=[CH:5][C:3]=2[NH2:4])[CH:20]=[CH:21][C:22]=1[F:23]. Procedure details: 2-bromo-4-(4-pyridylmethyl)aniline and 3-chloro-4-fluorobenzene boronic acid were combined to form 2-(3-chloro-4-fluorophenyl)-4-(4-pyridylmethyl)aniline, The reactants are OCCOC1=C(C=O)C=C(C=C1)I (2-(2-hydroxyethoxy)-5-iodobenzaldehyde), ClC1=CC=C(C=C1)C=1C=CC(=NC1)C#C (5-(4-chlorophenyl)-2-ethynylpyridine). Product: ClC1=CC=C(C=C1)C=1C=CC(=NC1)C#CC=1C=CC(=C(C=O)C1)OCCO (5-[5-(4-chlorophenyl)pyridin-2-ylethynyl]-2-(2-hydroxyethoxy)benzaldehyde). As a reaction SMILES: [OH:1][CH2:2][CH2:3][O:4][C:5]1[CH:12]=[CH:11][C:10](I)=[CH:9][C:6]=1[CH:7]=[O:8].[Cl:14][C:15]1[CH:20]=[CH:19][C:18]([C:21]2[CH:22]=[CH:23][C:24]([C:27]#[CH:28])=[N:25][CH:26]=2)=[CH:17][CH:16]=1>>[Cl:14][C:15]1[CH:16]=[CH:17][C:18]([C:21]2[CH:22]=[CH:23][C:24]([C:27]#[C:28][C:10]3[CH:11]=[CH:12][C:5]([O:4][CH2:3][CH2:2][OH:1])=[C:6]([CH:9]=3)[CH:7]=[O:8])=[N:25][CH:26]=2)=[CH:19][CH:20]=1. Reported procedure: The product was prepared analogously to Example 7.1e starting from 2-(2-hydroxyethoxy)-5-iodobenzaldehyde and 5-(4-chlorophenyl)-2-ethynylpyridine. Yield: 5.53 g (86% of theoretical); C22H16ClNO3 (M=377.820); calc.: molpeak (M+H)+: 378/380 (Cl); found: molpeak (M+H)+: 378/380 (Cl); HPLC-MS: 5.79 minutes (method B). Reactants: B2O3, O (water), C(C)B(CC)CC (triethylborane), [B]=O (boron oxide). Run at time 5 day. Yields the product C(C)B1OB(OB(O1)CC)CC (Triethylboroxine). Reaction SMILES: C([B:3]([CH2:6][CH3:7])CC)C.[B]=O.[OH2:10]>>[CH2:6]([B:3]1[O:10][B:3]([CH2:6][CH3:7])[O:10][B:3]([CH2:6][CH3:7])[O:10]1)[CH3:7] |^1:7|. Reported procedure: A 500 cc round bottom flask was equipped with water cooled reflux condenser an electrically heated mantle, and a nitrogen bubbler to maintain an inert atmosphere. To the flask under nitrogen was added 70.0 g of B2O3 (Aldrich Gold Label) which had been ground to a powder in a mortar under dry nitrogen. Neat triethylborane (100.0 g) was added to the boron oxide all at one time and the reaction flask was set up for refluxing. Reflux was continued for 5 days at which point the reflux condenser was c... Reactants: ClC1=NN(C=C1C)C=1C=NC=CC1 (3-(3-chloro-4-methyl-1H-pyrazol-1-yl)pyridine), [Mn](=O)(=O)(=O)[O-].[Na+] (sodium permanganate), O (water). Solvent: C(C)(C)(C)O (tert-butanol). Run at temperature 80 celsius. Yields the product ClC1=NN(C=C1C(=O)O)C=1C=NC=CC1 (3-chloro-1-(pyridin-3-yl)-1H-pyrazole-4-carboxylic acid). Reaction SMILES: [Cl:1][C:2]1[C:6]([CH3:7])=[CH:5][N:4]([C:8]2[CH:9]=[N:10][CH:11]=[CH:12][CH:13]=2)[N:3]=1.[Mn]([O-])(=O)(=O)=[O:15].[Na+].[OH2:20]>C(O)(C)(C)C>[Cl:1][C:2]1[C:6]([C:7]([OH:15])=[O:20])=[CH:5][N:4]([C:8]2[CH:9]=[N:10][CH:11]=[CH:12][CH:13]=2)[N:3]=1 |f:1.2|. Reported procedure: In another embodiment, 3-(3-chloro-4-methyl-1H-pyrazol-1-yl)pyridine (3) is further oxidized by sodium permanganate in water and tert-butanol and heated at about 80° C. The 3-chloro-1-(pyridin-3-yl)-1H-pyrazole-4-carboxylic acid (4) can be isolated and purified by standard techniques. Reactants: C[Al](C)C, CN(C)N, COC(=O)c1cc(OCc2c(-c3ccccn3)noc2C)no1, C1COCCO1. Product: Cc1onc(-c2ccccn2)c1COc1cc(C(=O)NN(C)C)on1. As a reaction SMILES: [CH3:1][Al:2]([CH3:3])[CH3:4].[CH3:5][N:6]([NH2:7])[CH3:8].[CH3:9][O:10][C:11](=[O:12])[c:13]1[cH:14][c:15]([O:18][CH2:19][c:20]2[c:21](-[c:26]3[n:27][cH:28][cH:29][cH:30][cH:31]3)[n:22][o:23][c:24]2[CH3:25])[n:16][o:17]1.[O:32]1[CH2:33][CH2:34][O:35][CH2:36][CH2:37]1>>[CH3:5][N:6]([NH:7][C:11](=[O:10])[c:13]1[cH:14][c:15]([O:18][CH2:19][c:20]2[c:21](-[c:26]3[n:27][cH:28][cH:29][cH:30][cH:31]3)[n:22][o:23][c:24]2[CH3:25])[n:16][o:17]1)[CH3:8].